Dataset: the Open Reaction Database (ORD), a public repository of structured organic reaction records. Task: describe an organic reaction: reactants, conditions, products, and yield The solvent is O (water), CO (methanol), ClCCl (dichloromethane), C(C)#N (acetonitrile). Reactants: mixture, O1COCC1 (1,3-dioxolan), [Sn](Cl)(Cl)(Cl)Cl (tin tetrachloride), C(C)C=1C(NC(NC1)=O)=O (5-ethyluracil), C[Si](C)(C)C(C(=O)N)[Si](C)(C)C (bis-(trimethylsilyl)-acetamide), [Si](C)(C)(C(C)(C)C)Cl (t-butyldimethylsilylchloride), N1C=NC=C1 (imidazole), C([O-])(O)=O.[Na+] (sodium bicarbonate). The yield is 52.5%. Product: [Si](C)(C)(C(C)(C)C)OCCOCN1C(=O)NC(=O)C(=C1)CC (1-[(2-t-butyldimethylsilyloxyethoxy)methyl]-5-ethyluracil). Reaction SMILES: [CH2:1]([C:3]1[C:4](=[O:10])[NH:5][C:6](=[O:9])[NH:7][CH:8]=1)[CH3:2].C[Si](C([Si](C)(C)C)C(N)=O)(C)C.[O:23]1[CH2:27][CH2:26][O:25][CH2:24]1.[Sn](Cl)(Cl)(Cl)Cl.C(=O)(O)[O-].[Na+].[Si:38](Cl)([C:41]([CH3:44])([CH3:43])[CH3:42])([CH3:40])[CH3:39].N1C=CN=C1>ClCCl.C(#N)C.O.CO>[Si:38]([O:25][CH2:26][CH2:27][O:23][CH2:24][N:7]1[CH:8]=[C:3]([CH2:1][CH3:2])[C:4](=[O:10])[NH:5][C:6]1=[O:9])([C:41]([CH3:44])([CH3:43])[CH3:42])([CH3:40])[CH3:39] |f:4.5|. Run at time 3 hour. Reported procedure: To 5.6 g (40 mmol) of 5-ethyluracil suspended in 100 ml of dichloromethane was added 22 ml (88 mmol) of bis-(trimethylsilyl)-acetamide under a nitrogen atmosphere at room temperature, and the mixture was stirred for 3 hours. To this was further added gently 3.4 ml (48 mmol) of 1,3-dioxolan and 5.6 ml (48 mmol) of tin tetrachloride. The resulting mixture was then subjected to reflux for 17 hours. The reaction mixture thus obtained was poured into 100 ml of a mixture of methanol and water (1:1) co... The reactants are O1C(=CC=C1)/C=C/C(=O)OCC (ethyl (E)-3-(2-furyl)prop-2-enoate), O1C(=CC=C1)/C=C/C(=O)OCC (ethyl (E)-3-(2-furyl)prop-2-enoate), C1(=CC=CC=C1)P(=CC(=O)OCC)(C1=CC=CC=C1)C1=CC=CC=C1 (ethyl 2-triphenylphosphoranylideneacetate), O1C(=CC=C1)C=O (furan-2-carbaldehyde). Reagents/catalysts: [Pd] (palladium on charcoal), [Pd] (Pd/C). The solvent is C(C)O (ethanol), C1CCOC1 (THF). Run at time 24 hour. Yields the product O1C(=CC=C1)CCC(=O)OCC (ethyl 3-(2-furyl)propanoate), oil. The yield is 24.0%. RXN SMILES: C1(P(C2C=CC=CC=2)(C2C=CC=CC=2)=CC(OCC)=O)C=CC=CC=1.O1C=CC=C1C=O.[O:33]1[CH:37]=[CH:36][CH:35]=[C:34]1/[CH:38]=[CH:39]/[C:40]([O:42][CH2:43][CH3:44])=[O:41]>C1COCC1.C(O)C.[Pd]>[O:33]1[CH:37]=[CH:36][CH:35]=[C:34]1[CH2:38][CH2:39][C:40]([O:42][CH2:43][CH3:44])=[O:41]. Procedure details: A mixture of ethyl 2-triphenylphosphoranylideneacetate (34.84 g, 100 mmol, 1 eq) and furan-2-carbaldehyde (9609 mg, 100 mmol, 1 eq) in anhydrous THF (200 ml) was stirred at room temperature for 24 h. The solvent was evaporated under reduced pressure and the residue triturated with ether to produce a brown solution and a precipitate. The solid was filtered, washed and removed. The filtrate was then evaporated. The product was purified by column chromatography on silica eluting with 0-20% ethyl ac... Procedure details: 5-[(1E)-4-{[tert-Butyl(dimethyl)silyl]oxy}but-1-en-1-yl]-1-(2,2-dimethylpropyl)-3-methyl-1,3-dihydro-2H-imidazo[4,5-b]pyridin-2-one (32-2, 207 mg, 0.51 mmol, 1.0 equiv) was added to anhydrous methanol (5.1 mL) and cooled to 0° C. p-Toluenesulfonic acid (9.7 mg, 0.05 mmol, 0.1 equiv) was added and the resulting solution was stirred at 0° C. for 18 h. Following this duration, LCMS showed complete consumption of 32-2. The contents were diluted ethyl acetate (15 mL) and saturated NaHCO3 (15 mL) and ... Starting materials: [Si](C)(C)(C(C)(C)C)OCC/C=C/C1=CC=C2C(=N1)N(C(N2CC(C)(C)C)=O)C (5-[(1E)-4-{[tert-Butyl(dimethyl)silyl]oxy}but-1-en-1-yl]-1-(2,2-dimethylpropyl)-3-methyl-1,3-dihydro-2H-imidazo[4,5-b]pyridin-2-one), C1(=CC=C(C=C1)S(=O)(=O)O)C (p-Toluenesulfonic acid). Solvent: CO (methanol). RXN SMILES: [Si]([O:8][CH2:9][CH2:10]/[CH:11]=[CH:12]/[C:13]1[N:18]=[C:17]2[N:19]([CH3:28])[C:20](=[O:27])[N:21]([CH2:22][C:23]([CH3:26])([CH3:25])[CH3:24])[C:16]2=[CH:15][CH:14]=1)(C(C)(C)C)(C)C.C1(C)C=CC(S(O)(=O)=O)=CC=1>CO>[CH3:24][C:23]([CH3:26])([CH3:25])[CH2:22][N:21]1[C:16]2[C:17](=[N:18][C:13](/[CH:12]=[CH:11]/[CH2:10][CH2:9][OH:8])=[CH:14][CH:15]=2)[N:19]([CH3:28])[C:20]1=[O:27]. Run at temperature 0 celsius, time 18 hour. The product is CC(CN1C(N(C2=NC(=CC=C21)\C=C\CCO)C)=O)(C)C (1-(2,2-Dimethylpropyl)-5-[(1E)-4-hydroxybut-1-en-1-yl]-3-methyl-1,3-dihydro-2H-imidazo[4,5-b]pyridin-2-one).